Task: describe an organic reaction: reactants, conditions, products, and yield. Dataset: the Open Reaction Database (ORD), a public repository of structured organic reaction records Reactants: CCOC(=O)N1CCN(c2nn(-c3ccc(F)cc3)c3ccccc23)CC1, COC(C)O, [K+], [OH-], O. Yields the product Fc1ccc(-n2nc(N3CCNCC3)c3ccccc32)cc1. Reaction SMILES: [CH2:3]([O:4][C:5](=[O:6])[N:8]1[CH2:9][CH2:10][N:11]([c:14]2[n:15][n:16](-[c:23]3[cH:24][cH:25][c:26]([F:29])[cH:27][cH:28]3)[c:17]3[cH:18][cH:19][cH:20][cH:21][c:22]23)[CH2:12][CH2:13]1)[CH3:7].[CH3:30][O:31][CH:32]([OH:33])[CH3:34].[K+:2].[OH-:1].[OH2:35]>>[NH:8]1[CH2:9][CH2:10][N:11]([c:14]2[n:15][n:16](-[c:23]3[cH:24][cH:25][c:26]([F:29])[cH:27][cH:28]3)[c:17]3[cH:18][cH:19][cH:20][cH:21][c:22]23)[CH2:12][CH2:13]1. Reactants: CC(C)CC(C1(CCC1)C=2C=CC(=CC2)Cl)N(C)C (Sibutramine), Br(=O)(=O)O (bromic acid). The solvent is C(C)(=O)OCC (ethyl acetate). Run at temperature 25 celsius, time 2 hour. Yields the product CC(C)CC(C1(CCC1)C=2C=CC(=CC2)Cl)N(C)C.Br(=O)(=O)[O-] (Sibutramine Bromate). The yield is 81.2%. As a reaction SMILES: [CH3:1][CH:2]([CH2:4][CH:5]([N:17]([CH3:19])[CH3:18])[C:6]1([C:10]2[CH:11]=[CH:12][C:13]([Cl:16])=[CH:14][CH:15]=2)[CH2:9][CH2:8][CH2:7]1)[CH3:3].[Br:20]([OH:23])(=[O:22])=[O:21]>C(OCC)(=O)C>[CH3:3][CH:2]([CH2:4][CH:5]([N:17]([CH3:18])[CH3:19])[C:6]1([C:10]2[CH:11]=[CH:12][C:13]([Cl:16])=[CH:14][CH:15]=2)[CH2:7][CH2:8][CH2:9]1)[CH3:1].[Br:20]([O-:23])(=[O:22])=[O:21] |f:3.4|. Reported procedure: Sibutramine (28.0 g, 0.1 mol) was dissolved in 280 ml of ethyl acetate with agitation. After the solution was adjusted to 25° C., 17.2 g of 47% bromic acid was slowly added in droplets to the solution to form crystals. The resulting mixture was agitated at 25° C. for 2 hrs and further agitated at 4° C. for 1 hr. The generated solid was recovered by filtration under pressure, washed with 100 ml of ethyl acetate, and vacuum-dried at 40° C., thus obtaining 33.1 g (yield: 92%) of a target compound. Reactants: 1C, O1COC2=C1C=CC(=C2)O (1,3-benzodioxol-5-ol), ClC=1C=C(C=CC1F)O (3-chloro-4-fluorophenol), BrC1=C2C(C(N(C2=CC=C1)CCCCC)=O)=O (4-bromo-1-pentyl-1H-indole-2,3-dione), C(CCCC)N1C(C(C2=CC=CC=C12)=O)=O (1-pentyl-1H-indole-2,3-dione). Yields the product ClC1=CC(=C(C=C1F)C1(C(N(C2=CC=CC=C12)CCCCC)=O)O)O (3-(4-chloro-5-fluoro-2-hydroxyphenyl)-3-hydroxy-1-pentyl-1,3-dihydro-2H-indol-2-one). RXN SMILES: Br[C:2]1[CH:10]=[CH:9][CH:8]=[C:7]2[C:3]=1[C:4](=[O:17])[C:5](=[O:16])[N:6]2[CH2:11][CH2:12][CH2:13][CH2:14][CH3:15].C(N1C2C(=CC=CC=2)C(=O)C1=O)CCCC.O1C2C=CC(O)=CC=2OC1.[Cl:44][C:45]1[CH:46]=[C:47]([OH:52])[CH:48]=[CH:49][C:50]=1[F:51]>>[Cl:44][C:45]1[C:50]([F:51])=[CH:49][C:48]([C:4]2([OH:17])[C:3]3[C:7](=[CH:8][CH:9]=[CH:10][CH:2]=3)[N:6]([CH2:11][CH2:12][CH2:13][CH2:14][CH3:15])[C:5]2=[O:16])=[C:47]([OH:52])[CH:46]=1. Reported procedure: Following the procedure as described in PREPARATION 1C, and making non-critical variations to replace 4-bromo-1-pentyl-1H-indole-2,3-dione with 1-pentyl-1H-indole-2,3-dione, and 1,3-benzodioxol-5-ol with 3-chloro-4-fluorophenol, the title compound was obtained (14%): MS (ES+) m/z 346 (M−17), 386 (M+23). The reactants are Cl.[N+](=O)([O-])C1=CC=C(C=C1)CCN1CCNCC1 (1-[2-(4-Nitrophenyl)ethyl]piperazine hydrochloride), [N+](=O)([O-])C=1C=C2CC(CC2=CC1)=O (5-nitro-1,3-dihydro-2H-inden-2-one), C(#N)[BH3-].[Na+] (sodium cyanoborohydride). Reagents/catalysts: CC([O-])C.[Ti+4].CC([O-])C.CC([O-])C.CC([O-])C (Titanium (IV) Isopropoxide). Run at time 3 hour. The product is [N+](=O)([O-])C=1C=C2CC(CC2=CC1)N1CCN(CC1)CCC1=CC=C(C=C1)[N+](=O)[O-] (1-(5-Nitro-2,3-dihydro-1H-inden-2-yl)-4-[2-(4-nitrophenyl)ethyl]piperazine). Reaction SMILES: Cl.[N+:2]([C:5]1[CH:10]=[CH:9][C:8]([CH2:11][CH2:12][N:13]2[CH2:18][CH2:17][NH:16][CH2:15][CH2:14]2)=[CH:7][CH:6]=1)([O-:4])=[O:3].[N+:19]([C:22]1[CH:23]=[C:24]2[C:28](=[CH:29][CH:30]=1)[CH2:27][C:26](=O)[CH2:25]2)([O-:21])=[O:20].C([BH3-])#N.[Na+]>CC(C)[O-].[Ti+4].CC(C)[O-].CC(C)[O-].CC(C)[O-]>[N+:19]([C:22]1[CH:23]=[C:24]2[C:28](=[CH:29][CH:30]=1)[CH2:27][CH:26]([N:16]1[CH2:17][CH2:18][N:13]([CH2:12][CH2:11][C:8]3[CH:7]=[CH:6][C:5]([N+:2]([O-:4])=[O:3])=[CH:10][CH:9]=3)[CH2:14][CH2:15]1)[CH2:25]2)([O-:21])=[O:20] |f:0.1,3.4,5.6.7.8.9|. Procedure: A mixture of 1-[2-(4-Nitrophenyl)ethyl]piperazine hydrochloride (50 mg, 0.18 mmol), 5-nitro-1,3-dihydro-2H-inden-2-one (39 mg, 0.22 mmol), sodium cyanoborohydride (58 mg, 0.92 mmol, and Titanium (IV) Isopropoxide (0.54 mL, 1.8 mmol) was allowed to stir at RT for 3 hours. LC showed formation of the desired product. The reaction was diluted with EtOAc, washed with brine, dried over sodium sulfate, filtered, concentrated and purified by mass-directed HPLC (0.1% TFA in water and acetonitrile). LC-MS... Reactants: CNC(=S)NN, Cl, c1ccncc1, O=C(Cl)c1ccncc1. The product is CNC(=S)NNC(=O)c1ccncc1. RXN SMILES: [CH3:11][NH:12][C:13]([NH:14][NH2:15])=[S:16].[ClH:1].[cH:17]1[cH:18][cH:19][n:20][cH:21][cH:22]1.[n:2]1[cH:3][cH:4][c:5]([C:8](=[O:9])[Cl:10])[cH:6][cH:7]1>>[n:2]1[cH:3][cH:4][c:5]([C:8](=[O:9])[NH:15][NH:14][C:13]([NH:12][CH3:11])=[S:16])[cH:6][cH:7]1. Starting materials: C(C)N1CCN(CC1)C1=CC=C(C=N1)C(=O)[O-].[K+] (potassium 6-(4-ethyl-1-piperazinyl)-pyridine-3-carboxylate), NCCCCCCCCCCCCO (12-aminododecanol), Cl.C(C)N=C=NCCCN(C)C (1-ethyl-3-(3-dimethylaminopropyl)carbodiimide hydrochloride), ON1N=NC2=C1C=CC=C2 (1-hydroxybenzotriazole). Run in C(Cl)Cl (methylene chloride). The product is OCCCCCCCCCCCCNC(=O)C=1C=NC(=CC1)N1CCN(CC1)CC (N-(12-Hydroxydodecyl)-6-(4-ethyl-1-piperazinyl)pyridine-3-carboxamide). Isolated yield 91.0%. As a reaction SMILES: [CH2:1]([N:3]1[CH2:8][CH2:7][N:6]([C:9]2[N:14]=[CH:13][C:12]([C:15]([O-:17])=O)=[CH:11][CH:10]=2)[CH2:5][CH2:4]1)[CH3:2].[K+].[NH2:19][CH2:20][CH2:21][CH2:22][CH2:23][CH2:24][CH2:25][CH2:26][CH2:27][CH2:28][CH2:29][CH2:30][CH2:31][OH:32].Cl.C(N=C=NCCCN(C)C)C.ON1C2C=CC=CC=2N=N1>C(Cl)Cl>[OH:32][CH2:31][CH2:30][CH2:29][CH2:28][CH2:27][CH2:26][CH2:25][CH2:24][CH2:23][CH2:22][CH2:21][CH2:20][NH:19][C:15]([C:12]1[CH:13]=[N:14][C:9]([N:6]2[CH2:5][CH2:4][N:3]([CH2:1][CH3:2])[CH2:8][CH2:7]2)=[CH:10][CH:11]=1)=[O:17] |f:0.1,3.4|. Procedure details: To 4.07 g of potassium 6-(4-ethyl-1-piperazinyl)-pyridine-3-carboxylate and 3.00 g of 12-aminododecanol was added 50 ml of methylene chloride and then 2.86 g of 1-ethyl-3-(3-dimethylaminopropyl)carbodiimide hydrochloride (WSCI) and 2.01 g of 1-hydroxybenzotriazole (HOBt) were added while stirring at room temperature. The mixture was stirred at room temperature for 15 hours. To the reaction solution were added water and diisopropyl ether and subsequent filtration and drying under reduced pressure... Starting materials: C(C)(C)(C)OC(=O)N1[C@@H](C[C@@H](C1)NC(=O)C1=NN(C2=CC=CC=C12)C(C)C)CC(=O)O (((2S,4S)-1-(tert-Butoxycarbonyl)-4-{[(1-isopropyl-1H-indazol-3-yl)carbonyl]amino}pyrrolidin-2-yl)acetic acid), CN (methylamine). Product: C(C)(C)N1N=C(C2=CC=CC=C12)C(=O)N[C@H]1C[C@H](N(C1)C(=O)OC(C)(C)C)CC(=O)NC (tert-Butyl (2S,4S)-4-{[(1-isopropyl-1H-indazol-3-yl)carbonyl]amino}-2-[2-(methylamino)-2-oxoethyl]pyrrolidine-1-carboxylate). Reaction SMILES: [C:1]([O:5][C:6]([N:8]1[CH2:12][C@@H:11]([NH:13][C:14]([C:16]2[C:24]3[C:19](=[CH:20][CH:21]=[CH:22][CH:23]=3)[N:18]([CH:25]([CH3:27])[CH3:26])[N:17]=2)=[O:15])[CH2:10][C@H:9]1[CH2:28][C:29]([OH:31])=O)=[O:7])([CH3:4])([CH3:3])[CH3:2].[CH3:32][NH2:33]>>[CH:25]([N:18]1[C:19]2[C:24](=[CH:23][CH:22]=[CH:21][CH:20]=2)[C:16]([C:14]([NH:13][C@@H:11]2[CH2:12][N:8]([C:6]([O:5][C:1]([CH3:3])([CH3:4])[CH3:2])=[O:7])[C@H:9]([CH2:28][C:29]([NH:33][CH3:32])=[O:31])[CH2:10]2)=[O:15])=[N:17]1)([CH3:27])[CH3:26]. Reported procedure: The title compound was prepared according to the procedure described in step 1 of Example 7 from ((2S,4S)-1-(tert-butoxycarbonyl)-4-{[(1-isopropyl-1H-indazol-3-yl)carbonyl]amino}pyrrolidin-2-yl)acetic acid (step 1 of Example 13) and methylamine. Starting materials: Oc1ccc(Cl)cc1Br, CCOC(=O)C(C)(C)Br, [K+], [K+], O=C([O-])[O-], CN(C)C=O, O. Yields the product CCOC(=O)C(C)(C)Oc1ccc(Cl)cc1Br. Reaction SMILES: [Br:1][c:2]1[c:3]([OH:9])[cH:4][cH:5][c:6]([Cl:8])[cH:7]1.[CH2:10]([CH3:11])[O:12][C:13]([C:14]([CH3:15])([CH3:16])[Br:17])=[O:18].[K+:19].[K+:20].[O-:21][C:22]([O-:23])=[O:24].[O:26]=[CH:27][N:28]([CH3:29])[CH3:30].[OH2:25]>>[Br:1][c:2]1[c:3]([O:9][C:14]([C:13]([O:12][CH2:10][CH3:11])=[O:18])([CH3:15])[CH3:16])[cH:4][cH:5][c:6]([Cl:8])[cH:7]1.